This data is from the Open Reaction Database (ORD), a public repository of structured organic reaction records. The task is: describe an organic reaction: reactants, conditions, products, and yield The reactants are Cl (hydrochloric acid), CC1=C(C=CC=C1C)OC (2,3-dimethylanisole), C(CC)(=O)Cl (propionyl chloride), [Cl-].[Al+3].[Cl-].[Cl-] (aluminum chloride). Run in C(=S)=S (carbon disulfide). Reaction conditions: time 2 hour. Yields the product CC1=C(C=CC(=C1C)OC)C(CC)=O (1-(2,3-Dimethyl-4-methoxyphenyl)-1-propanone). Isolated yield 91.7%. RXN SMILES: [CH3:1][C:2]1[C:7]([CH3:8])=[CH:6][CH:5]=[CH:4][C:3]=1[O:9][CH3:10].[C:11](Cl)(=[O:14])[CH2:12][CH3:13].[Cl-].[Al+3].[Cl-].[Cl-].Cl>C(=S)=S>[CH3:8][C:7]1[C:2]([CH3:1])=[C:3]([O:9][CH3:10])[CH:4]=[CH:5][C:6]=1[C:11](=[O:14])[CH2:12][CH3:13] |f:2.3.4.5|. Procedure details: To a stirred solution of 2,3-dimethylanisole (197.0 g) and propionyl chloride (147.0 g) in carbon disulfide (700 ml) is added anhydrous aluminum chloride (232.0 g) at 5°-10° C. over a period of 1.5 hours. Stirring is continued for 2 hours under cooling and additional 3 hours at room temperature. The reaction mixture is poured onto crushed ice--concentrated hydrochloric acid with stirring. The mixture is extracted with chloroform and the chloroform solution is washed successively with water, dilu... The reactants are COC1=CC=C(C=C1)CC(=O)N(C1CCNCC1)CC1=CC=C(C=C1)Cl (2-(4-Methoxyphenyl)-N-(4-chlorobenzyl)-N-(piperidin-4-yl)acetamide), C1(CCCC1)Br (cyclopentylbromide). Yields the product COC1=CC=C(C=C1)CC(=O)N(C1CCN(CC1)C1CCCC1)CC1=CC=C(C=C1)Cl (2-(4-Methoxyphenyl)-N-(4-chlorbenzyl)-N-(1-cyclopentylpiperidin-4-yl)acetamide). Reaction SMILES: [CH3:1][O:2][C:3]1[CH:8]=[CH:7][C:6]([CH2:9][C:10]([N:12]([CH2:19][C:20]2[CH:25]=[CH:24][C:23]([Cl:26])=[CH:22][CH:21]=2)[CH:13]2[CH2:18][CH2:17][NH:16][CH2:15][CH2:14]2)=[O:11])=[CH:5][CH:4]=1.[CH:27]1(Br)[CH2:31][CH2:30][CH2:29][CH2:28]1>>[CH3:1][O:2][C:3]1[CH:4]=[CH:5][C:6]([CH2:9][C:10]([N:12]([CH2:19][C:20]2[CH:21]=[CH:22][C:23]([Cl:26])=[CH:24][CH:25]=2)[CH:13]2[CH2:18][CH2:17][N:16]([CH:27]3[CH2:31][CH2:30][CH2:29][CH2:28]3)[CH2:15][CH2:14]2)=[O:11])=[CH:7][CH:8]=1. Procedure details: Starting materials: 42ELH89 (0.25 g, 0.67 mmol, 1.0 eq.), cyclopentylbromide (0.3, 3.0 eq.)